From a dataset of the Open Reaction Database (ORD), a public repository of structured organic reaction records. describe an organic reaction: reactants, conditions, products, and yield Starting materials: BrCc1ccccc1, Oc1cc(Br)cn2nccc12, CCOCC, [H-], [Na+], CN(C)C=O. Yields the product Brc1cc(OCc2ccccc2)c2ccnn2c1. RXN SMILES: [Br:12][CH2:13][c:14]1[cH:15][cH:16][cH:17][cH:18][cH:19]1.[Br:1][c:2]1[cH:3][c:4]([OH:11])[c:5]2[n:6]([cH:7]1)[n:8][cH:9][cH:10]2.[CH3:27][CH2:28][O:29][CH2:30][CH3:31].[H-:21].[Na+:20].[O:22]=[CH:23][N:24]([CH3:25])[CH3:26]>>[Br:1][c:2]1[cH:3][c:4]([O:11][CH2:13][c:14]2[cH:15][cH:16][cH:17][cH:18][cH:19]2)[c:5]2[n:6]([cH:7]1)[n:8][cH:9][cH:10]2. Reactants: Cl (HCl), C(#N)C1=CC=C(C=C1)NC(NCC(=O)OCC)=O (ethyl 3-(4-cyanophenyl)ureidoacetate), C(C)O (ethanol). Reaction conditions: temperature 0 celsius, time 30 hour. Product: Cl.C(C)ON=CC1=CC=C(C=C1)NC(NCC(=O)OCC)=O (Ethyl 3-(4-(ethoxyiminomethyl)phenyl)ureidoacetate hydrochloride). Reaction SMILES: [ClH:1].[C:2]([C:4]1[CH:9]=[CH:8][C:7]([NH:10][C:11](=[O:19])[NH:12][CH2:13][C:14]([O:16][CH2:17][CH3:18])=[O:15])=[CH:6][CH:5]=1)#[N:3].[CH2:20]([OH:22])[CH3:21]>>[ClH:1].[CH2:20]([O:22][N:3]=[CH:2][C:4]1[CH:9]=[CH:8][C:7]([NH:10][C:11](=[O:19])[NH:12][CH2:13][C:14]([O:16][CH2:17][CH3:18])=[O:15])=[CH:6][CH:5]=1)[CH3:21] |f:3.4|. Reported procedure: Dry HCl gas is introduced with stirring and cooling (0° C.) into a suspension of 2.3 g (9.3 mmol) of ethyl 3-(4-cyanophenyl)ureidoacetate in 50 ml of anhydrous ethanol. After 30 h, the mixture is concentrated in vacuo. The residue is stirred with ether and filtered off. The reactants are CC1(OC2=C(C(=N1)OC1=CC(NC=C1)=O)C=C(C=C2)C#N)C (2,2-dimethyl-4-(2-oxo-1,2-dihydro-4-pyridyloxy)-6-cyano-2H-1,3-benzoxazine), C(=O)([O-])[O-].[K+].[K+] (K2CO3), S(=O)(=O)(OC)OC (dimethyl sulfate). Run in CC(=O)C (acetone). Conditions: time 2 hour. Product: CC1(OC2=C(C(=N1)OC1=CC(N(C=C1)C)=O)C=C(C=C2)C#N)C (2,2-dimethyl-4-(1-methyl-2-oxo-1,2-dihydro-4-pyridyloxy)-6-cyano-2H-1,3-benzoxazine). RXN SMILES: [CH3:1][C:2]1([CH3:22])[N:7]=[C:6]([O:8][C:9]2[CH:14]=[CH:13][NH:12][C:11](=[O:15])[CH:10]=2)[C:5]2[CH:16]=[C:17]([C:20]#[N:21])[CH:18]=[CH:19][C:4]=2[O:3]1.[C:23]([O-])([O-])=O.[K+].[K+].S(OC)(OC)(=O)=O>CC(C)=O>[CH3:1][C:2]1([CH3:22])[N:7]=[C:6]([O:8][C:9]2[CH:14]=[CH:13][N:12]([CH3:23])[C:11](=[O:15])[CH:10]=2)[C:5]2[CH:16]=[C:17]([C:20]#[N:21])[CH:18]=[CH:19][C:4]=2[O:3]1 |f:1.2.3|. Procedure details: A mixture of 295 mg of 2,2-dimethyl-4-(2-oxo-1,2-dihydro-4-pyridyloxy)-6-cyano-2H-1,3-benzoxazine, 20 ml of acetone, 400 mg of K2CO3 and 0.2 ml of dimethyl sulfate is boiled for 2 hours. The mixture is filtered and subjected to customary work-up to give 2,2-dimethyl-4-(1-methyl-2-oxo-1,2-dihydro-4-pyridyloxy)-6-cyano-2H-1,3-benzoxazine.